This data is from the Open Reaction Database (ORD), a public repository of structured organic reaction records. The task is: describe an organic reaction: reactants, conditions, products, and yield As a reaction SMILES: [CH3:1][O:2][C:3]1[CH:11]=[C:10]([C:12](=[O:37])[N:13]([CH3:36])[C:14]2[CH:19]=[CH:18][C:17]([CH3:20])=[CH:16][C:15]=2[O:21][CH2:22][CH2:23][CH2:24][CH2:25][CH2:26][C:27]([N:29]2[CH2:34][CH2:33][N:32]([CH3:35])[CH2:31][CH2:30]2)=[O:28])[CH:9]=[CH:8][C:4]=1[C:5](O)=[O:6].Cl.C(N=C=NCCCN(C)C)C.C1C=C2N=NN(O)C2=CC=1.N.[NH2:61][C:62]1[C:70]2[N:69]=[C:68]([CH2:71][N:72]3[CH2:77][CH2:76][N:75]([CH3:78])[CH2:74][CH2:73]3)[NH:67][C:66]=2[CH:65]=[CH:64][CH:63]=1.C(=O)(O)[O-].[Na+]>CN(C)C=O>[CH3:1][O:2][C:3]1[CH:11]=[C:10]([CH:9]=[CH:8][C:4]=1[C:5](=[O:6])[NH:61][C:62]1[C:70]2[N:69]=[C:68]([CH2:71][N:72]3[CH2:73][CH2:74][N:75]([CH3:78])[CH2:76][CH2:77]3)[NH:67][C:66]=2[CH:65]=[CH:64][CH:63]=1)[C:12]([N:13]([CH3:36])[C:14]1[CH:19]=[CH:18][C:17]([CH3:20])=[CH:16][C:15]=1[O:21][CH2:22][CH2:23][CH2:24][CH2:25][CH2:26][C:27]([N:29]1[CH2:30][CH2:31][N:32]([CH3:35])[CH2:33][CH2:34]1)=[O:28])=[O:37] |f:1.2,3.4,6.7|. Conditions: time 15 hour. Product: COC=1C=C(C(=O)N(C2=C(C=C(C=C2)C)OCCCCCC(=O)N2CCN(CC2)C)C)C=CC1C(NC1=CC=CC=2NC(=NC21)CN2CCN(CC2)C)=O (3-methoxy-N-methyl-N-[4-methyl-2-[5-(4-methylpiperazin-1-yl) carbonylpent-1-yloxy]-phenyl]-4-[2-[(4-methylpiperazin-1-yl)methyl]-1H-benzimidazol-4-yl]carbamoylbenzamide). Reactants: C([O-])(O)=O.[Na+] (sodium bicarbonate), COC1=C(C(=O)O)C=CC(=C1)C(N(C1=C(C=C(C=C1)C)OCCCCCC(=O)N1CCN(CC1)C)C)=O (2methoxy-4-[N-methyl-N-[4-methyl-2-[5-(4-methylpiperazin-1-yl)carbonylpent-1-yloxy]phenyl]-carbamoyl]benzoic acid), Cl.C(C)N=C=NCCCN(C)C (1-ethyl-3-(3-dimethylaminopropyl)-carbodiimide hydrochloride), C1=CC=C2C(=C1)N=NN2O.N (N-hydroxybenzotrizole), NC1=CC=CC=2NC(=NC21)CN2CCN(CC2)C (4-amino-2-[(4-methylpiperazin-1-yl)methyl]-1H-benzimidazole). Isolated yield 36.0%. Run in CN(C=O)C (N,N-dimethylformamide). Reported procedure: To a solution of 2methoxy-4-[N-methyl-N-[4-methyl-2-[5-(4-methylpiperazin-1-yl)carbonylpent-1-yloxy]phenyl]-carbamoyl]benzoic acid (200 mg) in N,N-dimethylformamide (3 ml) at 0° C. were added 1-ethyl-3-(3-dimethylaminopropyl)-carbodiimide hydrochloride (97 mg), N-hydroxybenzotrizole (79 mg) and 4-amino-2-[(4-methylpiperazin-1-yl)methyl]-1H-benzimidazole (105 mg) and the mixture was stirred at ambient temperature for 15 hours. The reaction mixture was poured into saturated sodium bicarbonate aque... Yields the product Cn1c(=O)oc2ccc(-c3cnccc3C(O)C3CC3)cc21. Starting materials: [Br-], C1CCOC1, Cn1c(=O)oc2ccc(-c3cnccc3C=O)cc21, [Mg+]C1CC1. Reaction SMILES: [Br-:1].[CH2:25]1[O:26][CH2:27][CH2:28][CH2:29]1.[CH3:6][n:7]1[c:8](=[O:24])[o:9][c:10]2[c:11]1[cH:12][c:13](-[c:16]1[cH:17][n:18][cH:19][cH:20][c:21]1[CH:22]=[O:23])[cH:14][cH:15]2.[CH:2]1([Mg+:5])[CH2:3][CH2:4]1>>[CH:2]1([CH:22]([c:21]2[c:16](-[c:13]3[cH:12][c:11]4[n:7]([CH3:6])[c:8](=[O:24])[o:9][c:10]4[cH:15][cH:14]3)[cH:17][n:18][cH:19][cH:20]2)[OH:23])[CH2:3][CH2:4]1. The reactants are BrC=1C=C(C=NC1)CC1N2CCC(C1=O)CC2 (2-((5-bromo-3-pyridyl)methyl)-1-azabicyclo[2.2.2]octan-3-one), C(#N)[BH3-].[Na+] (sodium cyanoborohydride), NN (hydrazine), S(=O)(=O)(C1=CC=C(C)C=C1)NN (tosylhydrazine). Product: BrC=1C=C(C=NC1)CC1N2CCC(C1)CC2 (2-((5-bromo-3-pyridyl)methyl)-1-azabicyclo[2.2.2]octane). As a reaction SMILES: [Br:1][C:2]1[CH:3]=[C:4]([CH2:8][CH:9]2[C:14](=O)[CH:13]3[CH2:16][CH2:17][N:10]2[CH2:11][CH2:12]3)[CH:5]=[N:6][CH:7]=1.NN.S(NN)(C1C=CC(C)=CC=1)(=O)=O.C([BH3-])#N.[Na+]>>[Br:1][C:2]1[CH:3]=[C:4]([CH2:8][CH:9]2[CH2:14][CH:13]3[CH2:16][CH2:17][N:10]2[CH2:11][CH2:12]3)[CH:5]=[N:6][CH:7]=1 |f:3.4|. Procedure details: The manner in which 2-((5-bromo-3-pyridyl)methyl)-1-azabicyclo[2.2.2]octane and other analogous compounds possessing substituents at the C-5 position of the pyridine ring are synthesized can vary. In another example, 2-((5-bromo-3-pyridyl)methyl)-1-azabicyclo[2.2.2]octane can be prepared starting with the aldol condensation of 5-bromo-3-pyridinecarboxaldehyde and 3-quinuclidinone hydrochloride (commercially available from Aldrich Chemical Company) which proceeds in 75% yield using potassium hydr... Reactants: COc1ccc(N)cc1, CCO, Cc1cc(Cl)nc(SCC#N)n1, [Na+], [Na+], O=C([O-])[O-]. The product is COc1ccc(Nc2cc(C)nc(SCC#N)n2)cc1. As a reaction SMILES: [CH3:13][O:14][c:15]1[cH:16][cH:17][c:18]([NH2:21])[cH:19][cH:20]1.[CH3:28][CH2:29][OH:30].[Cl:1][c:2]1[n:3][c:4]([S:9][CH2:10][C:11]#[N:12])[n:5][c:6]([CH3:8])[cH:7]1.[Na+:22].[Na+:23].[O-:24][C:25](=[O:26])[O-:27]>>[c:2]1([NH:21][c:18]2[cH:17][cH:16][c:15]([O:14][CH3:13])[cH:20][cH:19]2)[n:3][c:4]([S:9][CH2:10][C:11]#[N:12])[n:5][c:6]([CH3:8])[cH:7]1.